This data is from the Open Reaction Database (ORD), a public repository of structured organic reaction records. The task is: describe an organic reaction: reactants, conditions, products, and yield Reactants: CC#N, ClCCc1ccc(Cl)s1, Cl, CC(O)(c1ccc(F)cc1)C1CCNCC1, [Na+], O=C([O-])O. The product is CC(O)(c1ccc(F)cc1)C1CCN(CCc2ccc(Cl)s2)CC1. As a reaction SMILES: [CH3:32][C:33]#[N:34].[Cl:1][c:2]1[s:3][c:4]([CH2:7][CH2:8][Cl:9])[cH:5][cH:6]1.[ClH:26].[F:10][c:11]1[cH:12][cH:13][c:14]([C:17]([CH3:18])([OH:19])[CH:20]2[CH2:21][CH2:22][NH:23][CH2:24][CH2:25]2)[cH:15][cH:16]1.[Na+:31].[O-:27][C:28]([OH:29])=[O:30]>>[Cl:1][c:2]1[s:3][c:4]([CH2:7][CH2:8][N:23]2[CH2:22][CH2:21][CH:20]([C:17]([c:14]3[cH:13][cH:12][c:11]([F:10])[cH:16][cH:15]3)([CH3:18])[OH:19])[CH2:25][CH2:24]2)[cH:5][cH:6]1.